describe an organic reaction: reactants, conditions, products, and yield From a dataset of the Open Reaction Database (ORD), a public repository of structured organic reaction records. Reactants: NC1=NC(=NC(=C1)Cl)C1=CC=CC=C1 (4-amino-6-chloro-2-phenylpyrimidine), ClC1=CC=C(C=C1)S (p-chlorothiophenol). Run at temperature 150 celsius. The product is NC1=NC(=NC(=C1)SC1=CC=C(C=C1)Cl)C1=CC=CC=C1 (4-amino-6-(4-chlorophenylthio)-2-phenylpyrimidine). RXN SMILES: [NH2:1][C:2]1[CH:7]=[C:6](Cl)[N:5]=[C:4]([C:9]2[CH:14]=[CH:13][CH:12]=[CH:11][CH:10]=2)[N:3]=1.[Cl:15][C:16]1[CH:21]=[CH:20][C:19]([SH:22])=[CH:18][CH:17]=1>>[NH2:1][C:2]1[CH:7]=[C:6]([S:22][C:19]2[CH:20]=[CH:21][C:16]([Cl:15])=[CH:17][CH:18]=2)[N:5]=[C:4]([C:9]2[CH:14]=[CH:13][CH:12]=[CH:11][CH:10]=2)[N:3]=1. Procedure details: A mixture of 5.14 g. of 4-amino-6-chloro-2-phenylpyrimidine and 10.1 g. of p-chlorothiophenol is heated in an oil bath maintaining a temperature of 150°C. for twenty minutes. The reaction mixture is triturated with hot 10°/o sodium hydroxide. The product is collected on a filter, and washed with water repeatedly. The crude product weighs 8.0 g. and melts at 118°-121°C. Upon recrystallization from cyclohexane, there is obtained 4-amino-6-(4-chlorophenylthio)-2-phenylpyrimidine, m.p. 124°-125°C. Reactants: Cl.NC=1C=C2C=CN(C2=CC1)C1=CC=C(C=C1)NC(=O)N(O)C1=CC(=C(C=C1)Cl)C(F)(F)F (1-[4-(5-aminoindol-1-yl)phenyl]-3-(4-chloro-3-(trifluoromethyl)phenyl)-3-hydroxyurea hydrochloride), CN(C(=O)Cl)C (N,N-dimethyl-carbamic acid chloride). Product: ClC1=C(C=C(C=C1)N(C(NC1=CC=C(C=C1)N1C=CC2=CC(=CC=C12)NC(N(C)C)=O)=O)O)C(F)(F)F (3-(1-{4-[3-(4-Chloro-3-(trifluoromethyl)phenyl)-3-hydroxyureido]phenyl}-1H-indol-5-yl)-1,1-dimethylurea). As a reaction SMILES: Cl.[NH2:2][C:3]1[CH:4]=[C:5]2[C:9](=[CH:10][CH:11]=1)[N:8]([C:12]1[CH:17]=[CH:16][C:15]([NH:18][C:19]([N:21]([C:23]3[CH:28]=[CH:27][C:26]([Cl:29])=[C:25]([C:30]([F:33])([F:32])[F:31])[CH:24]=3)[OH:22])=[O:20])=[CH:14][CH:13]=1)[CH:7]=[CH:6]2.[CH3:34][N:35]([CH3:39])[C:36](Cl)=[O:37]>>[Cl:29][C:26]1[CH:27]=[CH:28][C:23]([N:21]([OH:22])[C:19](=[O:20])[NH:18][C:15]2[CH:14]=[CH:13][C:12]([N:8]3[C:9]4[C:5](=[CH:4][C:3]([NH:2][C:36](=[O:37])[N:35]([CH3:39])[CH3:34])=[CH:11][CH:10]=4)[CH:6]=[CH:7]3)=[CH:17][CH:16]=2)=[CH:24][C:25]=1[C:30]([F:33])([F:32])[F:31] |f:0.1|. Reported procedure: The title compound can be synthesized from 1-[4-(5-aminoindol-1-yl)phenyl]-3-(4-chloro-3-(trifluoromethyl)phenyl)-3-hydroxyurea hydrochloride and N,N-dimethyl-carbamic acid chloride by using the same techniques as in Example 41. The reactants are C[Si](C)(C)[N-][Si](C)(C)C.[Na+] (NaHMDS), O1CCOC12CCC(CC2)=O (1,4-Dioxaspiro[4.5]decan-8-one), O(S(=O)(=O)C(F)(F)F)S(=O)(=O)C(F)(F)F (Tf2O). The solvent is CCOCC (Ether). Conditions: temperature -15 celsius. The product is FC(S(=O)(=O)OC1=CCC2(OCCO2)CC1)(F)F (1,4-dioxaspiro[4.5]dec-7-en-8-yl trifluoromethanesulfonate). Yield: 65.0%. RXN SMILES: [O:1]1[C:5]2([CH2:10][CH2:9][C:8](=[O:11])[CH2:7][CH2:6]2)[O:4][CH2:3][CH2:2]1.C[Si]([N-][Si](C)(C)C)(C)C.[Na+].[O:22](S(C(F)(F)F)(=O)=O)[S:23]([C:26]([F:29])([F:28])[F:27])(=O)=[O:24]>CCOCC>[F:27][C:26]([F:29])([F:28])[S:23]([O:11][C:8]1[CH2:7][CH2:6][C:5]2([O:4][CH2:3][CH2:2][O:1]2)[CH2:10][CH:9]=1)(=[O:24])=[O:22] |f:1.2|. Procedure details: 1,4-Dioxaspiro[4.5]decan-8-one (1.0 equiv) was dissolved in Ether (0.1M) and stirred at −15° C. then 1M NaHMDS (1.05 equiv.) was added and stirred for 70 min then Tf2O (1.05 equiv.) added and reaction allowed to slowly warm to rt. The mixture was stirred for 28 hr, washed with sat. aq. NaHCO3 and then water. Aqueous layers combined and extracted with ether. Organic layers combined, dried over MgSO4, filtered, and concentrated. The residue was purified by column (ethyl ether:hexanes=1:4) to give ... Reactants: NS(=O)(=O)C1=NC=CC=C1NC(=O)C=1C(N(C2=NC=CC=C2C1O)CC1=CC=CC=C1)=O (N-[2-(aminosulfonyl)pyridin-3-yl]-1-benzyl-4-hydroxy-2-oxo-1,2-dihydro-1,8-naphthyridine-3-carboxamide), NS(=O)(=O)C1=C(C=CC(=C1)Br)NC(=O)C=1C(N(C2=NC=CC=C2C1O)CC1=CC=CC=C1)=O (N-[2-(aminosulfonyl)-4-bromophenyl]-1-benzyl-4-hydroxy-2-oxo-1,2-dihydro-1,8-naphthyridine-3-carboxamide). Yields the product C(C1=CC=CC=C1)N1C(C(=C(C2=CC=CN=C12)O)C1=NS(C2=C(N1)C=CC=N2)(=O)=O)=O (1-benzyl-3-(1,1-dioxido-4H-pyrido[3,2-e][1,2,4]thiadiazin-3-yl)-4-hydroxy-1,8-naphthyridin-2(1H)-one). RXN SMILES: [NH2:1][S:2]([C:5]1[C:10]([NH:11][C:12]([C:14]2[C:15](=[O:32])[N:16]([CH2:25][C:26]3[CH:31]=[CH:30][CH:29]=[CH:28][CH:27]=3)[C:17]3[C:22]([C:23]=2[OH:24])=[CH:21][CH:20]=[CH:19][N:18]=3)=O)=[CH:9][CH:8]=[CH:7][N:6]=1)(=[O:4])=[O:3].NS(C1C=C(Br)C=CC=1NC(C1C(=O)N(CC2C=CC=CC=2)C2C(C=1O)=CC=CN=2)=O)(=O)=O>>[CH2:25]([N:16]1[C:17]2[C:22](=[CH:21][CH:20]=[CH:19][N:18]=2)[C:23]([OH:24])=[C:14]([C:12]2[NH:11][C:10]3[CH:9]=[CH:8][CH:7]=[N:6][C:5]=3[S:2](=[O:4])(=[O:3])[N:1]=2)[C:15]1=[O:32])[C:26]1[CH:31]=[CH:30][CH:29]=[CH:28][CH:27]=1. Procedure: The title compound was prepared according to the procedure of Example 84D substituting the product of Example 100A for the product of Example 84C to give after purification by reverse phase HPLC (water/acetonitrile/0.1% NH4OAc gradient) the title compound as a white solid (0.053 g, 10%). MS (ESI−) m/z 432 (M−H)−; 1H NMR (300 MHz, DMSO-d6) δ 5.70 (m, 2H), 7.25 (m, 7H), 7.50 (dd, J=7.91, 4.60 Hz, 1H), 7.80 (dd, J=8.46, 4.41 Hz, 1H), 8.17 (d, J=8.46 Hz, 1H), 8.60 (m, J=5.79, 1.88, 1.88 Hz, 1H), 8.6... The reactants are C(C)(=O)OCC.CCCCCC (ethyl acetate hexane), BrC=1C=C(C=C2N=CC(=NC12)OC(F)F)C (8-bromo-2-(difluoromethoxy)-6-methylquinoxaline), FC1(OC2=C(O1)C=CC=C2B(O)O)F ((2,2-difluoro-1,3-benzodioxol-4-yl)boronic acid), C([O-])([O-])=O.[Na+].[Na+] (sodium carbonate). The reagents and catalysts are [Pd](Cl)Cl.C1(=CC=CC=C1)P(C1=CC=CC=C1)C1=CC=CC=C1.C1(=CC=CC=C1)P(C1=CC=CC=C1)C1=CC=CC=C1 (bis(triphenylphosphine) palladium (II) chloride). Solvent: O (water), COCCOC (ethylene glycol dimethyl ether), O (water). Yields the product FC1(OC2=C(O1)C=CC=C2C=2C=C(C=C1N=CC(=NC21)OC(F)F)C)F (8-(2.2-difluoro-1,3-benzodioxol-4-yl)-2-(difluoromethoxy)-6-methylquinoxaline). RXN SMILES: Br[C:2]1[CH:3]=[C:4]([CH3:16])[CH:5]=[C:6]2[C:11]=1[N:10]=[C:9]([O:12][CH:13]([F:15])[F:14])[CH:8]=[N:7]2.[F:17][C:18]1([F:30])[O:22][C:21]2[CH:23]=[CH:24][CH:25]=[C:26](B(O)O)[C:20]=2[O:19]1.C(=O)([O-])[O-].[Na+].[Na+].C(OCC)(=O)C.CCCCCC>COCCOC.O.[Pd](Cl)Cl.C1(P(C2C=CC=CC=2)C2C=CC=CC=2)C=CC=CC=1.C1(P(C2C=CC=CC=2)C2C=CC=CC=2)C=CC=CC=1>[F:30][C:18]1([F:17])[O:19][C:20]2[CH:26]=[CH:25][CH:24]=[C:23]([C:2]3[CH:3]=[C:4]([CH3:16])[CH:5]=[C:6]4[C:11]=3[N:10]=[C:9]([O:12][CH:13]([F:15])[F:14])[CH:8]=[N:7]4)[C:21]=2[O:22]1 |f:2.3.4,5.6,9.10.11|. Procedure details: To a solution of the title compound of Step E (1.65 g, 5.73 mmol) in ethylene glycol dimethyl ether (25 mL) was added the title compound of Step F (1.73 g, 8.59 mmol), a solution of sodium carbonate (1.82 g, 17.2 mmol) in water (15 mL) and bis(triphenylphosphine) palladium (II) chloride (201 mg, 0.286 mmol). The mixture was heated at reflux overnight, then cooled to room temperature and poured into water. The mixture was extracted twice with ethyl acetate. The combined organic extracts were drie... Reactants: OCC(=O)C=1C=C(C(O)=CC1)O (4-hydroxyacetyl-catechol), [Na] (sodium), [Cl-] (chloride), OCC(=O)C=1C=C(C(O)=CC1)O (4-hydroxyacetyl-catechol), [H][H] (hydrogen), CO (methanol). Reagents/catalysts: [Pd] (Pd/C). The solvent is O (water), O (water), solvent. Product: C1=CC(=C(C=C1CCCO)O)O (Hydroxytyrosol). Reaction SMILES: O[CH2:2][C:3]([C:5]1[CH:6]=[C:7]([OH:12])[C:8](=[CH:10][CH:11]=1)[OH:9])=O.[Na].[Cl-].[H][H].[CH3:17][OH:18]>[Pd].O>[CH:11]1[C:5]([CH2:3][CH2:2][CH2:17][OH:18])=[CH:6][C:7]([OH:12])=[C:8]([OH:9])[CH:10]=1 |^1:12|. Procedure: In a reactor as described in Example 5 well dried samples of 1.5 g of 4-hydroxyacetyl-catechol with very low sodium and chloride content (<0.15%) were hydrogenated in the presence or absence of added water. All reactions were run with 0.15 g Pd/C (10%) in 30 ml of solvent at 5 bar and 40° C. at least to the end of hydrogen uptake. The catalyst was filtered off and washed with ethyl acetate. The solutions were concentrated and the residues analyzed quantitatively. The results are summarized in Ta... Reactants: O=C([O-])O, CC1(C)CCCC(C)(C)N1O, [O-]Cl, ClCCl, [Na+], [Na+], O, CC(C)(C)OC(=O)N1CCc2sc(CO)cc2C1. The product is CC(C)(C)OC(=O)N1CCc2sc(C=O)cc2C1. RXN SMILES: [C:19](=[O:20])([O-:21])[OH:22].[CH3:24][C:25]1([CH3:34])[N:26]([O:27])[C:28]([CH3:29])([CH3:30])[CH2:31][CH2:32][CH2:33]1.[Cl:35][O-:36].[Cl:38][CH2:39][Cl:40].[Na+:23].[Na+:37].[OH2:41].[OH:1][CH2:2][c:3]1[cH:4][c:5]2[c:10]([s:11]1)[CH2:9][CH2:8][N:7]([C:12](=[O:13])[O:14][C:15]([CH3:16])([CH3:17])[CH3:18])[CH2:6]2>>[O:1]=[CH:2][c:3]1[cH:4][c:5]2[c:10]([s:11]1)[CH2:9][CH2:8][N:7]([C:12](=[O:13])[O:14][C:15]([CH3:16])([CH3:17])[CH3:18])[CH2:6]2. Reactants: O (water), CCOCC (ether), C(C)(=O)NC1=C(C(=NN1C1=C(C=C(C=C1Cl)C(F)(F)F)Cl)C#N)C#C[Si](C)(C)C (5-acetamido-3-cyano-1-(2,6-dichloro-4-trifluoromethylphenyl)4-trimethylsilylethynylpyrazole), compound, C([O-])([O-])=O (carbonate). Solvent: CO (methanol). Reaction conditions: time 40 minute. Yields the product C(C)(=O)NC1=C(C(=NN1C1=C(C=C(C=C1Cl)C(F)(F)F)Cl)C#N)C#C (5-Acetamido-3-cyano-1-(2,6-dichloro-4-trifluoromethylphenyl)4-ethynylpyrazole). RXN SMILES: [C:1]([NH:4][C:5]1[N:9]([C:10]2[C:15]([Cl:16])=[CH:14][C:13]([C:17]([F:20])([F:19])[F:18])=[CH:12][C:11]=2[Cl:21])[N:8]=[C:7]([C:22]#[N:23])[C:6]=1[C:24]#[C:25][Si](C)(C)C)(=[O:3])[CH3:2].C(=O)([O-])[O-].O.CCOCC>CO>[C:1]([NH:4][C:5]1[N:9]([C:10]2[C:15]([Cl:16])=[CH:14][C:13]([C:17]([F:19])([F:20])[F:18])=[CH:12][C:11]=2[Cl:21])[N:8]=[C:7]([C:22]#[N:23])[C:6]=1[C:24]#[CH:25])(=[O:3])[CH3:2]. Procedure details: To a solution of 5-acetamido-3-cyano-1-(2,6-dichloro-4-trifluoromethylphenyl)4-trimethylsilylethynylpyrazole (20 mg, the compound of Example B2) in methanol (1 ml) was added potassiun carbonate (20 mg). The reaction mixture was stirred at room temperature for 40 minutes and then poured into water (20 ml) and ether (20 ml). The organic layer was separated, dried (MgSO4) and evaporated. The crude product was purified by column chromatography on silica gel eluted with ether to provide the title com...